From a dataset of the Open Reaction Database (ORD), a public repository of structured organic reaction records. describe an organic reaction: reactants, conditions, products, and yield The reactants are CC(=O)O[BH-](OC(C)=O)OC(C)=O, CC(=O)O, CC=O, COC(OC)c1ccc(C#N)c(N)n1, [Na+]. Product: CCNc1nc(C(OC)OC)ccc1C#N. Reaction SMILES: [C:18]([O:19][BH-:20]([O:21][C:22](=[O:23])[CH3:24])[O:25][C:26](=[O:27])[CH3:28])(=[O:29])[CH3:30].[CH3:32][C:33](=[O:34])[OH:35].[CH:15]([CH3:16])=[O:17].[NH2:1][c:2]1[n:3][c:4]([CH:10]([O:11][CH3:12])[O:13][CH3:14])[cH:5][cH:6][c:7]1[C:8]#[N:9].[Na+:31]>>[NH:1]([c:2]1[n:3][c:4]([CH:10]([O:11][CH3:12])[O:13][CH3:14])[cH:5][cH:6][c:7]1[C:8]#[N:9])[CH2:15][CH3:16]. Starting materials: C(C)(C)(C)NCC(COC1=C(C(=O)CCC(=O)O)C=C(C=C1)NC)O (3-[2-(3-t-butylamino-2-hydroxypropoxy)-5-(methylamino)benzoyl]propionic acid), O.NN (hydrazine hydrate). Yields the product C(C)(C)(C)NCC(COC1=C(C=C(C=C1)NC)C=1CCC(NN1)=O)O (6-[2-(3-t-Butylamino-2-hydroxypropoxy)-5-(methylamino)phenyl]-4,5-dihydro-3(2H)-pyridazinone). RXN SMILES: [C:1]([NH:5][CH2:6][CH:7]([OH:25])[CH2:8][O:9][C:10]1[CH:22]=[CH:21][C:20]([NH:23][CH3:24])=[CH:19][C:11]=1[C:12]([CH2:14][CH2:15][C:16](O)=[O:17])=O)([CH3:4])([CH3:3])[CH3:2].O.[NH2:27][NH2:28]>>[C:1]([NH:5][CH2:6][CH:7]([OH:25])[CH2:8][O:9][C:10]1[CH:22]=[CH:21][C:20]([NH:23][CH3:24])=[CH:19][C:11]=1[C:12]1[CH2:14][CH2:15][C:16](=[O:17])[NH:27][N:28]=1)([CH3:4])([CH3:3])[CH3:2] |f:1.2|. Procedure: By subjecting 3-[2-(3-t-butylamino-2-hydroxypropoxy)-5-(methylamino)benzoyl]propionic acid to cyclisation with hydrazine hydrate by a method similar to that described in Example 19(ix), the title compound may be prepared. Starting materials: NC1=CC2=C(NC(O2)=O)C=C1 (6-amino-3H-benzoxazol-2-one), ClCC(=O)N1CCC(CC1)CC1=CC=CC=C1 (2-chloro-1-(4-benzyl-piperidin-1-yl)-ethanone). Solvent: C(C)OCC (diethylether). Product: C(C1=CC=CC=C1)C1CCN(CC1)C(CNC1=CC2=C(NC(O2)=O)C=C1)=O (6-[2-(4-Benzyl-piperidin-1-yl)-2-oxo-ethylamino]-3H-benzoxazol-2-one). As a reaction SMILES: [NH2:1][C:2]1[CH:11]=[CH:10][C:5]2[NH:6][C:7](=[O:9])[O:8][C:4]=2[CH:3]=1.Cl[CH2:13][C:14]([N:16]1[CH2:21][CH2:20][CH:19]([CH2:22][C:23]2[CH:28]=[CH:27][CH:26]=[CH:25][CH:24]=2)[CH2:18][CH2:17]1)=[O:15]>C(OCC)C>[CH2:22]([CH:19]1[CH2:18][CH2:17][N:16]([C:14](=[O:15])[CH2:13][NH:1][C:2]2[CH:11]=[CH:10][C:5]3[NH:6][C:7](=[O:9])[O:8][C:4]=3[CH:3]=2)[CH2:21][CH2:20]1)[C:23]1[CH:28]=[CH:27][CH:26]=[CH:25][CH:24]=1. Procedure: The title compound is prepared from 6-amino-3H-benzoxazol-2-one and 2-chloro-1-(4-benzyl-piperidin-1-yl)-ethanone (Example 200a) according to the method described in Example 142b. Melting Point: 204-206° C. (diethylether)